Dataset: the Open Reaction Database (ORD), a public repository of structured organic reaction records. Task: describe an organic reaction: reactants, conditions, products, and yield Yields the product CCOC(=O)c1cc(CO)c2ccccn2c1=O. As a reaction SMILES: [BH4-:22].[CH3:24][OH:25].[CH:1](=[O:2])[c:3]1[cH:4][c:5]([C:14](=[O:15])[O:16][CH2:17][CH3:18])[c:6](=[O:13])[n:7]2[cH:8][cH:9][cH:10][cH:11][c:12]12.[Cl:19][CH2:20][Cl:21].[Na+:23]>>[CH2:1]([OH:2])[c:3]1[cH:4][c:5]([C:14](=[O:15])[O:16][CH2:17][CH3:18])[c:6](=[O:13])[n:7]2[cH:8][cH:9][cH:10][cH:11][c:12]12. The reactants are [BH4-], CO, CCOC(=O)c1cc(C=O)c2ccccn2c1=O, ClCCl, [Na+]. Reaction SMILES: CC1(C)CC(C2C=CC=C([C:18]([F:21])([F:20])[F:19])C=2)C2C(=CC(O)=CC2)N1.[CH3:24][C:25]1([CH3:43])[CH2:34][CH:33]([C:35]2[CH:40]=[CH:39][C:38](Cl)=[CH:37][CH:36]=2)[CH:32]2[C:27](=[CH:28][C:29]([OH:42])=[CH:30][CH2:31]2)[NH:26]1>>[CH3:24][C:25]1([CH3:43])[CH2:34][CH:33]([C:35]2[CH:40]=[CH:39][C:38]([C:18]([F:21])([F:20])[F:19])=[CH:37][CH:36]=2)[CH:32]2[C:27](=[CH:28][C:29]([OH:42])=[CH:30][CH2:31]2)[NH:26]1. Reactants: CC1(NC2=CC(=CCC2C(C1)C1=CC(=CC=C1)C(F)(F)F)O)C (2,2-dimethyl-7-hydroxy-4-(3-trifluoromethylphenyl)tetrahydroquinoline), CC1(NC2=CC(=CCC2C(C1)C1=CC=C(C=C1)Cl)O)C (2,2-dimethyl-7-hydroxy-4-(4-chlorophenyl)tetrahydroquinoline). The product is CC1(NC2=CC(=CCC2C(C1)C1=CC=C(C=C1)C(F)(F)F)O)C (2,2-dimethyl-7-hydroxy-4-(4-trifluoromethylphenyl)tetrahydroquinoline). Procedure: 2,2-dimethyl-7-hydroxy-4-(3-trifluoromethylphenyl)tetrahydroquinoline and 2,2-dimethyl-7-hydroxy-4-(4-chlorophenyl)tetrahydroquinoline. The reactants are CN([C@H](C(C)C)C(=O)OC)S(=O)(=O)C1=CC=C(C=C1)C1=CC=C(C=C1)[N+](=O)[O-] (methyl N-methyl-N-[(4′-nitro-1,1′-biphenyl-4-yl)sulfonyl]-D-valinate), O.O.[Sn](Cl)Cl (tin (II) chloride dihydrate), C([O-])([O-])=O.[Na+].[Na+] (sodium carbonate). The solvent is C(C)(=O)OCC (ethyl acetate). Reaction conditions: time 8 hour. Yields the product NC1=CC=C(C=C1)C1=CC=C(C=C1)S(=O)(=O)N([C@H](C(C)C)C(=O)OC)C (methyl N-[(4′-amino-1,1′-biphenyl-4-yl)sulfonyl]-N-methyl-D-valinate). The yield is 95.0%. RXN SMILES: [CH3:1][N:2]([S:11]([C:14]1[CH:19]=[CH:18][C:17]([C:20]2[CH:25]=[CH:24][C:23]([N+:26]([O-])=O)=[CH:22][CH:21]=2)=[CH:16][CH:15]=1)(=[O:13])=[O:12])[C@@H:3]([C:7]([O:9][CH3:10])=[O:8])[CH:4]([CH3:6])[CH3:5].O.O.[Sn](Cl)Cl.C(=O)([O-])[O-].[Na+].[Na+]>C(OCC)(=O)C>[NH2:26][C:23]1[CH:24]=[CH:25][C:20]([C:17]2[CH:16]=[CH:15][C:14]([S:11]([N:2]([CH3:1])[C@@H:3]([C:7]([O:9][CH3:10])=[O:8])[CH:4]([CH3:6])[CH3:5])(=[O:13])=[O:12])=[CH:19][CH:18]=2)=[CH:21][CH:22]=1 |f:1.2.3,4.5.6|. Procedure details: To 0.22 g of methyl N-methyl-N-[(4′-nitro-1,1′-biphenyl-4-yl)sulfonyl]-D-valinate in 8 mL of ethyl acetate was added 1.21 g of tin (II) chloride dihydrate and the reaction was stirred at room temperature overnight. To the reaction was added ˜8 mL of 2N sodium carbonate to adjust the pH to ˜8-9. The reaction was then filtered through celite. The filtrate washed with water and brine, dried over Na2SO4, filtered, and concentrated to provide 0.19 g of as methyl N-[(4′-amino-1,1′-biphenyl-4-yl)sulfon...